From a dataset of the Open Reaction Database (ORD), a public repository of structured organic reaction records. describe an organic reaction: reactants, conditions, products, and yield Starting materials: C1(CC1)[C@H](N1C(O[C@](CC1)(C1=CC=CC=C1)CC(C)(C)O)=O)C1=CC=C(C=C1)B1OC(C(O1)(C)C)(C)C (3-{(S)-cyclopropyl-[4-(4,4,5,5-tetramethyl-[1,3,2]dioxaborolan-2-yl)-phenyl]methyl}-(S)-6-(2-hydroxy-2-methyl-propyl)-6-phenyl-[1,3]oxazinan-2-one), BrC1=CC=C(C=C1)[C@@H](N1C(O[C@](CC1)(C1=CC=CC=C1)CC(C)(C)O)=O)C1CC1 (3-[(S)-(4-bromo-phenyl)-cyclopropyl-methyl]-(S)-6-(2-hydroxy-2-methyl-propyl)-6-phenyl-[1,3]oxazinan-2-one), ClC=1N=NC(=CC1)C (3-chloro-6-methyl-pyridazine). The product is C1(CC1)[C@H](N1C(O[C@](CC1)(C1=CC=CC=C1)CC(C)(C)O)=O)C1=CC=C(C=C1)C=1N=NC(=CC1)C (3-{(S)-Cyclopropyl-[4-(6-methyl-pyridazin-3-yl)-phenyl]methyl}-(S)-6-(2-hydroxy-2-methyl-propyl)-6-phenyl-[1,3]oxazinan-2-one). RXN SMILES: [CH:1]1([C@@H:4]([C:23]2[CH:28]=[CH:27][C:26](B3OC(C)(C)C(C)(C)O3)=[CH:25][CH:24]=2)[N:5]2[CH2:10][CH2:9][C@:8]([CH2:17][C:18]([OH:21])([CH3:20])[CH3:19])([C:11]3[CH:16]=[CH:15][CH:14]=[CH:13][CH:12]=3)[O:7][C:6]2=[O:22])[CH2:3][CH2:2]1.BrC1C=CC([C@H](C2CC2)N2CC[C@](CC(O)(C)C)(C3C=CC=CC=3)OC2=O)=CC=1.Cl[C:68]1[N:69]=[N:70][C:71]([CH3:74])=[CH:72][CH:73]=1>>[CH:1]1([C@@H:4]([C:23]2[CH:28]=[CH:27][C:26]([C:68]3[N:69]=[N:70][C:71]([CH3:74])=[CH:72][CH:73]=3)=[CH:25][CH:24]=2)[N:5]2[CH2:10][CH2:9][C@:8]([CH2:17][C:18]([OH:21])([CH3:20])[CH3:19])([C:11]3[CH:12]=[CH:13][CH:14]=[CH:15][CH:16]=3)[O:7][C:6]2=[O:22])[CH2:2][CH2:3]1. Procedure details: The title compound was prepared from 3-{(S)-cyclopropyl-[4-(4,4,5,5-tetramethyl-[1,3,2]dioxaborolan-2-yl)-phenyl]methyl}-(S)-6-(2-hydroxy-2-methyl-propyl)-6-phenyl-[1,3]oxazinan-2-one {prepared in analogy to the intermediate in Example 3 from 3-[(S)-(4-bromo-phenyl)-cyclopropyl-methyl]-(S)-6-(2-hydroxy-2-methyl-propyl)-6-phenyl-[1,3]oxazinan-2-one} and 3-chloro-6-methyl-pyridazine following a procedure analogous to that described in Example 3. LC-MS (Method 1): tR=3.39 min; Mass spectrum (ESI+):... Starting materials: FC(C=1C=C(CN(C(=O)C=2C(=NC3=CC=CC=C3C2C2=CC=CC=C2)Cl)C)C=C(C1)C(F)(F)F)(F)F (N-[3,5-Bis(trifluoromethyl)benzyl]-2-chloro-N-methyl-4-phenyl-3-quinolinecarboxamide), C[O-].[Na+].CO (NaOMe methanol). Solvent: CO (methanol). Run at time 3 hour. The product is FC(C=1C=C(CN(C(=O)C=2C(=NC3=CC=CC=C3C2C2=CC=CC=C2)OC)C)C=C(C1)C(F)(F)F)(F)F (N-[3,5-Bis(trifluoromethyl)benzyl]-2-methoxy-N-methyl-4-phenyl-3-quinolinecarboxamide). RXN SMILES: [F:1][C:2]([F:36])([F:35])[C:3]1[CH:4]=[C:5]([CH:28]=[C:29]([C:31]([F:34])([F:33])[F:32])[CH:30]=1)[CH2:6][N:7]([CH3:27])[C:8]([C:10]1[C:11](Cl)=[N:12][C:13]2[C:18]([C:19]=1[C:20]1[CH:25]=[CH:24][CH:23]=[CH:22][CH:21]=1)=[CH:17][CH:16]=[CH:15][CH:14]=2)=[O:9].[CH3:37][O-:38].[Na+].CO>CO>[F:1][C:2]([F:36])([F:35])[C:3]1[CH:4]=[C:5]([CH:28]=[C:29]([C:31]([F:34])([F:33])[F:32])[CH:30]=1)[CH2:6][N:7]([CH3:27])[C:8]([C:10]1[C:11]([O:38][CH3:37])=[N:12][C:13]2[C:18]([C:19]=1[C:20]1[CH:25]=[CH:24][CH:23]=[CH:22][CH:21]=1)=[CH:17][CH:16]=[CH:15][CH:14]=2)=[O:9] |f:1.2.3|. Procedure: To a solution of the compound obtained in Example 269 (100 mg) in methanol (2 ml) was added 28% NaOMe-methanol (2 ml), and the mixture was stirred for 3 hours with heating under reflux. The solvent was evaporated and the residue was dissolved in ethyl acetate. The solution was washed with water, dried and evaporated to yield the title compound as colorless crystals (85 mg). Procedure details: The title compound was prepared in analogous manners as described in example 9 from 2-trifluoromethyl-phenol and (4-chloro-6-methyl-pyrimidin-2-yl)-[3-methoxy-4-(4-methyl-imidazol-1-yl)-phenyl]-amine. The reaction was heated for 3.5 h to 200° C. in a microwave oven. Several times the phenol (overall 4.4 equivalents) and additional sodium hydride had to be added in order to obtain complete conversion. The title compound was obtained, after purification by column chromatography on silica gel using... Starting materials: FC(C1=C(C=CC=C1)O)(F)F (2-trifluoromethyl-phenol), [H-].[Na+] (sodium hydride), ClC1=NC(=NC(=C1)C)NC1=CC(=C(C=C1)N1C=NC(=C1)C)OC ((4-chloro-6-methyl-pyrimidin-2-yl)-[3-methoxy-4-(4-methyl-imidazol-1-yl)-phenyl]-amine), C1(=CC=CC=C1)O (phenol). The product is COC=1C=C(C=CC1N1C=NC(=C1)C)NC1=NC(=CC(=N1)C)OC1=C(C=CC=C1)C(F)(F)F ([3-Methoxy-4-(4-methyl-imidazol-1-yl)-phenyl]-[4-methyl-6-(2-trifluoromethyl-phenoxy)-pyrimidin-2-yl]-amine). As a reaction SMILES: [F:1][C:2]([F:11])([F:10])[C:3]1[CH:8]=[CH:7][CH:6]=[CH:5][C:4]=1[OH:9].Cl[C:13]1[CH:18]=[C:17]([CH3:19])[N:16]=[C:15]([NH:20][C:21]2[CH:26]=[CH:25][C:24]([N:27]3[CH:31]=[C:30]([CH3:32])[N:29]=[CH:28]3)=[C:23]([O:33][CH3:34])[CH:22]=2)[N:14]=1.C1(O)C=CC=CC=1.[H-].[Na+]>>[CH3:34][O:33][C:23]1[CH:22]=[C:21]([NH:20][C:15]2[N:16]=[C:17]([CH3:19])[CH:18]=[C:13]([O:9][C:4]3[CH:5]=[CH:6][CH:7]=[CH:8][C:3]=3[C:2]([F:10])([F:11])[F:1])[N:14]=2)[CH:26]=[CH:25][C:24]=1[N:27]1[CH:31]=[C:30]([CH3:32])[N:29]=[CH:28]1 |f:3.4|. Yields the product COC(=O)C=1N(C=C(C1)C(NC1=C(C(=CC=C1)F)F)=S)S(=O)(=O)C (4-(2,3-Difluoro-phenylthiocarbamoyl)-1-methanesulfonyl-1H-pyrrole-2-carboxylic acid methyl ester). Solvent: C1(=CC=CC=C1)C (toluene). Procedure details: To a solution of 4-(2,3-difluoro-phenylcarbamoyl)-1-methanesulfonyl-1H-pyrrole-2-carboxylic acid methyl ester (410 mg, 1.14 mmol) in dry toluene (10 mL) was added Lawesson's reagent (320 mg, 0.79 mmol). The suspension was heated at reflux for 2 hours. The solvent was removed by evaporation and the residue was purified by flash column eluting with 30% of EtOAc/hexanes to afford the title compound as a yellow solid (425 mg, 99%). MS (ES+): m/e=375.1 (M+H); LC/Method A/3.61 min. Reactants: COC(=O)C=1N(C=C(C1)C(NC1=C(C(=CC=C1)F)F)=O)S(=O)(=O)C (4-(2,3-difluoro-phenylcarbamoyl)-1-methanesulfonyl-1H-pyrrole-2-carboxylic acid methyl ester), COC=1C=CC(=CC1)P2(=S)SP(=S)(S2)C=3C=CC(=CC3)OC (Lawesson's reagent). Yield: 143.7%. RXN SMILES: [CH3:1][O:2][C:3]([C:5]1[N:6]([S:21]([CH3:24])(=[O:23])=[O:22])[CH:7]=[C:8]([C:10](=O)[NH:11][C:12]2[CH:17]=[CH:16][CH:15]=[C:14]([F:18])[C:13]=2[F:19])[CH:9]=1)=[O:4].COC1C=CC(P2(SP(C3C=CC(OC)=CC=3)(=S)S2)=[S:34])=CC=1>C1(C)C=CC=CC=1>[CH3:1][O:2][C:3]([C:5]1[N:6]([S:21]([CH3:24])(=[O:23])=[O:22])[CH:7]=[C:8]([C:10](=[S:34])[NH:11][C:12]2[CH:17]=[CH:16][CH:15]=[C:14]([F:18])[C:13]=2[F:19])[CH:9]=1)=[O:4]. Starting materials: [Li]CCCC, C[Si](C)(C)N=C=S, Cc1cnc2c(c1)CCCC2, CCCCCC, Cl, O. The product is Cc1cnc2c(c1)CCCC2C(N)=S. RXN SMILES: [CH2:12]([Li:13])[CH2:14][CH2:15][CH3:16].[CH3:17][Si:18]([CH3:19])([CH3:20])[N:21]=[C:22]=[S:23].[CH3:1][c:2]1[cH:3][n:4][c:5]2[c:10]([cH:11]1)[CH2:9][CH2:8][CH2:7][CH2:6]2.[CH3:25][CH2:26][CH2:27][CH2:28][CH2:29][CH3:30].[ClH:24].[OH2:31]>>[CH3:1][c:2]1[cH:3][n:4][c:5]2[c:10]([cH:11]1)[CH2:9][CH2:8][CH2:7][CH:6]2[C:22]([NH2:21])=[S:23]. Starting materials: ClC=1C=C(C=C(C1)F)C=1C=C(OC1C1=CC(=CC=C1)C#N)C(=O)OCC (Ethyl 4-(3-chloro-5-fluorophenyl)-5-(3-cyanophenyl)furan-2-carboxylate), BrC=1C=C(OC1C1=CC(=CC=C1)Cl)C(=O)OCC (Ethyl 4-bromo-5-(3-chlorophenyl)furan-2-carboxylate). Yields the product ClC=1C=C(C=CC1)C=1C=C(OC1C1=CC(=CC=C1)Cl)C(=O)OCC (Ethyl 4,5-bis(3-chlorophenyl)furan-2-carboxylate). Reaction SMILES: [Cl:1][C:2]1[CH:3]=[C:4]([C:9]2[CH:10]=[C:11]([C:22]([O:24][CH2:25][CH3:26])=[O:23])[O:12][C:13]=2[C:14]2[CH:19]=[CH:18][CH:17]=[C:16](C#N)[CH:15]=2)[CH:5]=[C:6](F)[CH:7]=1.BrC1C=C(C(OCC)=O)OC=1C1C=CC=C([Cl:39])C=1>>[Cl:1][C:2]1[CH:3]=[C:4]([C:9]2[CH:10]=[C:11]([C:22]([O:24][CH2:25][CH3:26])=[O:23])[O:12][C:13]=2[C:14]2[CH:19]=[CH:18][CH:17]=[C:16]([Cl:39])[CH:15]=2)[CH:5]=[CH:6][CH:7]=1. Procedure: The preparation of the title compound takes place in analogy to the synthesis of the compound from Example 11A starting with the compound from Example 5A. Extraction is carried out with dichloromethane and purification is by preparative HPLC (RP18 column; eluent: acetonitrile/water gradient). 452 mg (34% of theory) of the title compound are obtained.